From a dataset of the Open Reaction Database (ORD), a public repository of structured organic reaction records. describe an organic reaction: reactants, conditions, products, and yield Starting materials: COC1=C(C=C(C(=O)C2=CNC3=CC=C(N=C3C2=O)C)C=C1)C (3-(4-Methoxy-3-methyl-benzoyl)-6-methyl-1H-[1,5]naphthyridin-4-one), BrC1=NC(=CC=C1)CBr (2-bromo-6-bromomethyl-pyridine). The solvent is CN(C=O)C (N,N-dimethylformamide). Product: BrC1=CC=CC(=N1)CN1C=C(C(C2=NC(=CC=C12)C)=O)C(C1=CC(=C(C=C1)OC)C)=O (1-(6-Bromo-pyridin-2-ylmethyl)-3-(4-methoxy-3-methyl-benzoyl)-6-methyl-1H-[1,5]naphthyridin-4-one). Yield: 33.9%. As a reaction SMILES: [CH3:1][O:2][C:3]1[CH:22]=[CH:21][C:6]([C:7]([C:9]2[C:18](=[O:19])[C:17]3[C:12](=[CH:13][CH:14]=[C:15]([CH3:20])[N:16]=3)[NH:11][CH:10]=2)=[O:8])=[CH:5][C:4]=1[CH3:23].[Br:24][C:25]1[CH:30]=[CH:29][CH:28]=[C:27]([CH2:31]Br)[N:26]=1>CN(C)C=O>[Br:24][C:25]1[N:26]=[C:27]([CH2:31][N:11]2[C:12]3[C:17](=[N:16][C:15]([CH3:20])=[CH:14][CH:13]=3)[C:18](=[O:19])[C:9]([C:7](=[O:8])[C:6]3[CH:21]=[CH:22][C:3]([O:2][CH3:1])=[C:4]([CH3:23])[CH:5]=3)=[CH:10]2)[CH:28]=[CH:29][CH:30]=1. Reported procedure: Experimental conditions analogous to those described for Step 3 of Example 1 were used with 100 mg (0.324 mmol) of 3-(4-Methoxy-3-methyl-benzoyl)-6-methyl-1H-[1,5]naphthyridin-4-one, 97.7 mg (0.389 mmol) of 2-bromo-6-bromomethyl-pyridine, 15.6 mg (0.389 mmol, 60% dispersion in oil), and 1 mL of N,N-dimethylformamide. The crude product was purified by flash column chromatography using a gradient of 20-100% ethyl acetate in hexane and further purified on the reverse phase HPLC with a C18 column, g... Yield: 38.9%. Procedure details: Under a nitrogen atmosphere, a suspension of 1.6 grams (0.041 mole) of 60% sodium hydride (in mineral oil) in dimethylformamide was stirred, and 5.4 grams (0.041 mole) of 1,1-dimethylethyl N-hydroxycarbamate was carefully added portionwise. Upon completion of the evolution of hydrogen, 5.8 grams (0.032 mole) of naphth-1-ylmethyl chloride was added. Upon completion of addition, the reaction mixture was stirred for about 30 minutes. After this time the reaction mixture was poured into 200 ml of wa... Yields the product C1(=CC=CC2=CC=CC=C12)CONC(OC(C)(C)C)=O (1,1-dimethylethyl N-(naphth-1-ylmethoxy)carbamate). Starting materials: ONC(OC(C)(C)C)=O (1,1-dimethylethyl N-hydroxycarbamate), [H-].[Na+] (sodium hydride), [H][H] (hydrogen), C1(=CC=CC2=CC=CC=C12)CCl (naphth-1-ylmethyl chloride). Reaction SMILES: [H-].[Na+].[OH:3][NH:4][C:5](=[O:11])[O:6][C:7]([CH3:10])([CH3:9])[CH3:8].[H][H].[C:14]1([CH2:24]Cl)[C:23]2[C:18](=[CH:19][CH:20]=[CH:21][CH:22]=2)[CH:17]=[CH:16][CH:15]=1>CN(C)C=O.O>[C:14]1([CH2:24][O:3][NH:4][C:5](=[O:11])[O:6][C:7]([CH3:10])([CH3:9])[CH3:8])[C:23]2[C:18](=[CH:19][CH:20]=[CH:21][CH:22]=2)[CH:17]=[CH:16][CH:15]=1 |f:0.1|. The solvent is CN(C=O)C (dimethylformamide), O (water). Reactants: C(C)(=O)OO (Peracetic acid), COC(=O)CCCC1=CC=NC=C1 (4-(3-methoxycarbonylpropyl)pyridine), COC(=O)CCCC1=CC=[N+](C=C1)[O-] (4-(3-methoxycarbonylpropyl)pyridine-N-oxide), COS(=O)(=O)OC (dimethylsulfate). Run in C1(=CC=CC=C1)C (toluene). The product is COS(=O)(=O)[O-].COC(=O)CCCC1=CC=[N+](C=C1)OC (4-(3-methoxycarbonylpropyl)-1-methoxypyridinium methyl sulfate salt). As a reaction SMILES: [C:1](OO)(=[O:3])C.[CH3:6][O:7][C:8]([CH2:10][CH2:11][CH2:12][C:13]1[CH:18]=[CH:17][N:16]=[CH:15][CH:14]=1)=[O:9].COC(CCCC1C=C[N+]([O-])=CC=1)=O.[CH3:33][O:34][S:35]([O:38]C)(=[O:37])=[O:36]>C1(C)C=CC=CC=1>[CH3:33][O:34][S:35]([O-:38])(=[O:37])=[O:36].[CH3:6][O:7][C:8]([CH2:10][CH2:11][CH2:12][C:13]1[CH:18]=[CH:17][N+:16]([O:3][CH3:1])=[CH:15][CH:14]=1)=[O:9] |f:5.6|. Procedure: Peracetic acid (40%, 2.9 ml) is added to 4-(3-methoxycarbonylpropyl)pyridine (3.20 g) at room temperature. The mixture is heated at 80° for 1 hour and the acetic acid is evaporated after a test for peroxide is negative. The residue is taken up in methylene chloride (50 ml), filtered, and the solvent evaporated. The resulting 4-(3-methoxycarbonylpropyl)pyridine-N-oxide is treated with dimethylsulfate (2.8 g, 22.2 mmol) in 12 ml of toluene at 80° C. for 1 hour. The solvent is evaporated to yield 5... Reactants: C(C)(C)(C)OC(=O)NC(CC(C(CC1=CC=CC=C1)NC([C@@H](NC(=O)OCC1=CC=CC=C1)CC(N)=O)=O)O)C1=CC=CC=C1 (t-Butyloxycarbonylamino-4-(Cbz-asparaginyl-amino)-1,5-diphenyl-3-hydroxypentane), CO.C(C)(C)N.C(Cl)(Cl)Cl (methanol isopropylamine chloroform). The product is NC(CC1=CC=CC=C1)C(C(CC1=CC=CC=C1)NC([C@@H](NC(=O)OCC1=CC=CC=C1)CC(N)=O)=O)O (2-Amino-4-(Cbz-asparaginyl-amino)-1,5-diphenyl-3-hydroxypentane). The yield is 95.0%. As a reaction SMILES: C(OC(N[CH:9]([C:40]1[CH:45]=[CH:44][CH:43]=[CH:42][CH:41]=1)[CH2:10][CH:11]([OH:39])[CH:12]([NH:20][C:21](=[O:38])[C@H:22]([CH2:34][C:35](=[O:37])[NH2:36])[NH:23][C:24]([O:26][CH2:27][C:28]1[CH:33]=[CH:32][CH:31]=[CH:30][CH:29]=1)=[O:25])[CH2:13][C:14]1[CH:19]=[CH:18][CH:17]=[CH:16][CH:15]=1)=O)(C)(C)C.CO.C([NH2:51])(C)C.C(Cl)(Cl)Cl>>[NH2:51][CH:10]([CH:11]([OH:39])[CH:12]([NH:20][C:21](=[O:38])[C@H:22]([CH2:34][C:35](=[O:37])[NH2:36])[NH:23][C:24]([O:26][CH2:27][C:28]1[CH:33]=[CH:32][CH:31]=[CH:30][CH:29]=1)=[O:25])[CH2:13][C:14]1[CH:19]=[CH:18][CH:17]=[CH:16][CH:15]=1)[CH2:9][C:40]1[CH:41]=[CH:42][CH:43]=[CH:44][CH:45]=1 |f:1.2.3|. Procedure: Using the procedure of Example 11 with the resultant compound of Example 66 gave, after silica gel chromatography using methanol/isopropylamine/chloroform, the desired compound (RF 0.3; 2.5% methanol/2% isopropylamine/chloroform) in 95% yield. Mass spectrum (M+H)+ =519.